Dataset: the Open Reaction Database (ORD), a public repository of structured organic reaction records. Task: describe an organic reaction: reactants, conditions, products, and yield Reactants: N#CCBr, CN(C)C=O, CCc1n[nH]c(CC)c1Oc1cc(Cl)cc(Cl)c1, [H-], [H][H], [Na+]. Product: CCc1nn(CC#N)c(CC)c1Oc1cc(Cl)cc(Cl)c1. As a reaction SMILES: [Br:23][CH2:24][C:25]#[N:26].[CH3:27][N:28]([CH3:29])[CH:30]=[O:31].[Cl:3][c:4]1[cH:5][c:6]([O:7][c:8]2[c:9]([CH2:15][CH3:16])[n:10][nH:11][c:12]2[CH2:13][CH3:14])[cH:17][c:18]([Cl:20])[cH:19]1.[H-:1].[H:21][H:22].[Na+:2]>>[Cl:3][c:4]1[cH:5][c:6]([O:7][c:8]2[c:9]([CH2:15][CH3:16])[n:10]([CH2:24][C:25]#[N:26])[n:11][c:12]2[CH2:13][CH3:14])[cH:17][c:18]([Cl:20])[cH:19]1. Starting materials: COC(=O)C(CC1CCCCC1)N1CC(Oc2ccccc2C(C)(C)C)=CC1=O, [Li+], C1CCOC1, [OH-], O. Yields the product CC(C)(C)c1ccccc1OC1=CC(=O)N(C(CC2CCCCC2)C(=O)O)C1. As a reaction SMILES: [CH3:1][O:2][C:3]([CH:4]([CH2:5][CH:6]1[CH2:7][CH2:8][CH2:9][CH2:10][CH2:11]1)[N:12]1[C:13](=[O:28])[CH:14]=[C:15]([O:17][c:18]2[c:19]([C:24]([CH3:25])([CH3:26])[CH3:27])[cH:20][cH:21][cH:22][cH:23]2)[CH2:16]1)=[O:29].[Li+:30].[O:33]1[CH2:34][CH2:35][CH2:36][CH2:37]1.[OH-:31].[OH2:32]>>[O:2]=[C:3]([CH:4]([CH2:5][CH:6]1[CH2:7][CH2:8][CH2:9][CH2:10][CH2:11]1)[N:12]1[C:13](=[O:28])[CH:14]=[C:15]([O:17][c:18]2[c:19]([C:24]([CH3:25])([CH3:26])[CH3:27])[cH:20][cH:21][cH:22][cH:23]2)[CH2:16]1)[OH:29]. Reactants: ClC(C)Cl (Dichloroethane), [N+](=O)([O-])C=1C=C(C(=O)O)C=C(C1)[N+](=O)[O-] (3,5-Dinitrobenzoic acid), [N-]=[N+]=[N-].[Na+] (Sodium azide). The solvent is OS(=O)(=O)O.O=S(=O)=O (oleum). The product is [N+](=O)([O-])C=1C=C(N)C=C(C1)[N+](=O)[O-] (3,5-Dinitroaniline). The yield is 87.9%. RXN SMILES: [N+:1]([C:4]1[CH:5]=[C:6]([CH:10]=[C:11]([N+:13]([O-:15])=[O:14])[CH:12]=1)C(O)=O)([O-:3])=[O:2].ClC(Cl)C.[N-:20]=[N+]=[N-].[Na+]>OS(O)(=O)=O.O=S(=O)=O>[N+:1]([C:4]1[CH:5]=[C:6]([CH:10]=[C:11]([N+:13]([O-:15])=[O:14])[CH:12]=1)[NH2:20])([O-:3])=[O:2] |f:2.3,4.5|. Reported procedure: 3,5-Dinitrobenzoic acid (7, Aldrich) (106.1 grams, 0.50 mole) was dissolved in 400 milliliters of 23 to 24% oleum. Dichloroethane (480 milliliters) was added to this solution. Sodium azide (37 grams, 0.57 mole) was added in portions with stirring while maintaining the temperature below 25° C. The mixture was heated under reflux for 4 hours and allowed to cool to room temperature. The dichloroethane was removed by decantation, and the remaining mixture was poured over 9 liters of ice mixed with w... Reactants: BrCc1noc2cc(Br)ccc12, CCN(C(C)C)C(C)C, NC(CO)CO, CN(C)C=O. Yields the product OCC(CO)NCc1noc2cc(Br)ccc12. Reaction SMILES: [Br:1][c:2]1[cH:3][c:4]2[c:5]([c:6]([CH2:9][Br:10])[n:7][o:8]2)[cH:11][cH:12]1.[CH:19]([N:20]([CH2:21][CH3:22])[CH:23]([CH3:24])[CH3:25])([CH3:26])[CH3:27].[NH2:13][CH:14]([CH2:15][OH:16])[CH2:17][OH:18].[O:28]=[CH:29][N:30]([CH3:31])[CH3:32]>>[Br:1][c:2]1[cH:3][c:4]2[c:5]([c:6]([CH2:9][NH:13][CH:14]([CH2:15][OH:16])[CH2:17][OH:18])[n:7][o:8]2)[cH:11][cH:12]1. The reactants are [H-].[Al+3].[Li+].[H-].[H-].[H-] (Lithium aluminium hydride), N1(CCCCC1)C(=O)C=1C=C(C(=O)OC)C=CC1 (methyl 3-piperidinocarbonylbenzoate). Run in O1CCCC1 (tetrahydrofuran). The product is N1(CCCCC1)CC=1C=C(CO)C=CC1 (3-piperidinomethylbenzylalcohol). Reaction SMILES: [H-].[Al+3].[Li+].[H-].[H-].[H-].[N:7]1([C:13]([C:15]2[CH:16]=[C:17]([CH:22]=[CH:23][CH:24]=2)[C:18](OC)=[O:19])=O)[CH2:12][CH2:11][CH2:10][CH2:9][CH2:8]1>O1CCCC1>[N:7]1([CH2:13][C:15]2[CH:16]=[C:17]([CH:22]=[CH:23][CH:24]=2)[CH2:18][OH:19])[CH2:12][CH2:11][CH2:10][CH2:9][CH2:8]1 |f:0.1.2.3.4.5|. Procedure: Lithium aluminium hydride (5 g) was added portionwise to a stirred solution of methyl 3-piperidinocarbonylbenzoate (12.9 g) in dry tetrahydrofuran (200 ml) under nitrogen and the mixture was stirred under reflux for 3 hours. Excess reducing agent was destroyed by the dropwise addition of water under nitrogen with cooling. The reaction mixture was filtered through diatomaceous earth (sold under the trade name CELITE) which was washed with water and ethyl acetate and then the organic layer was sep...